This data is from the Open Reaction Database (ORD), a public repository of structured organic reaction records. The task is: describe an organic reaction: reactants, conditions, products, and yield Reactants: O=C(n1ccnc1)n1ccnc1, C1CCOC1, [N-]=[N+]=NCCCCCCC(=O)O, N#N, NCc1ccccc1. The product is [N-]=[N+]=NCCCCCCC(=O)NCc1ccccc1. As a reaction SMILES: [C:13]([n:14]1[cH:15][cH:16][n:17][cH:18]1)([n:19]1[cH:20][cH:21][n:22][cH:23]1)=[O:24].[CH2:35]1[O:36][CH2:37][CH2:38][CH2:39]1.[N:1](=[N+:2]=[N-:3])[CH2:4][CH2:5][CH2:6][CH2:7][CH2:8][CH2:9][C:10](=[O:11])[OH:12].[N:25]#[N:26].[NH2:27][CH2:28][c:29]1[cH:30][cH:31][cH:32][cH:33][cH:34]1>>[N:1](=[N+:2]=[N-:3])[CH2:4][CH2:5][CH2:6][CH2:7][CH2:8][CH2:9][C:10](=[O:12])[NH:27][CH2:28][c:29]1[cH:30][cH:31][cH:32][cH:33][cH:34]1. Reported procedure: The product of Example 1B (110 mg, 0.38 mmol; Aldrich) and 2-vinylpyridine (40 mg, 0.38 mmol; Aldrich) were processed as described in Example 1D to provide the title compound: 1H NMR (500 MHz, methanol-d4) δ ppm 2.04-2.17 (m, 4 H), 3.04-3.12 (m, 2 H), 3.13-3.17 (m, 1 H), 3.26 (ddd, J=14.1, 8.5, 5.8 Hz, 2 H), 4.25 (s, 2 H), 7.04 (t, J=7.6 Hz, 1 H), 7.26 (ddd, J=7.4, 5.0, 1.1 Hz, 1 H), 7.28-7.34 (m, 2 H), 7.41 (d, J=7.3 Hz, 1 H), 7.71-7.74 (m, J=7.9 Hz, 1 H), 7.82 (td, J=7.6, 1.8 Hz, 1 H), 7.93-8.... Product: N1=C(C=CC=C1)/C=C/C1=CC=CC=2C3=C(NC12)C1CCN(C3)CC1 (7-[(E)-2-pyridin-2-ylvinyl]-3,4,5,6-tetrahydro-1H-2,5-ethanoazepino[4,3-b]indole). Reaction SMILES: Br[C:2]1[C:10]2[NH:9][C:8]3[CH:11]4[CH2:17][CH2:16][N:14]([CH2:15][C:7]=3[C:6]=2[CH:5]=[CH:4][CH:3]=1)[CH2:13][CH2:12]4.[CH:18]([C:20]1[CH:25]=[CH:24][CH:23]=[CH:22][N:21]=1)=[CH2:19]>>[N:21]1[CH:22]=[CH:23][CH:24]=[CH:25][C:20]=1/[CH:18]=[CH:19]/[C:2]1[C:10]2[NH:9][C:8]3[CH:11]4[CH2:17][CH2:16][N:14]([CH2:15][C:7]=3[C:6]=2[CH:5]=[CH:4][CH:3]=1)[CH2:13][CH2:12]4. Starting materials: BrC1=CC=CC=2C3=C(NC12)C1CCN(C3)CC1 (7-bromo-3,4,5,6-tetrahydro-1H-2,5-ethanoazepino[4,3-b]indole), C(=C)C1=NC=CC=C1 (2-vinylpyridine). Reactants: C([O-])([O-])=O.[Ca+2] (calcium carbonate), [N+](=O)(O)[O-] (nitric acid). Yields the product [N+](=O)([O-])[O-].[Ca+2].[N+](=O)([O-])[O-] (calcium nitrate). As a reaction SMILES: C(=O)([O-])[O-].[Ca+2:5].[N+:6]([O-:9])([OH:8])=[O:7]>>[N+:6]([O-:9])([O-:8])=[O:7].[Ca+2:5].[N+:6]([O-:9])([O-:8])=[O:7] |f:0.1,3.4.5|. Procedure: reacting calcium carbonate with nitric acid to form calcium nitrate; Reactants: CC(=O)Cl, CO, CC(CC(=O)O)C(=O)c1ccc2c(c1)OCC(=O)N2. Product: COC(=O)CC(C)C(=O)c1ccc2c(c1)OCC(=O)N2. RXN SMILES: [CH3:20][C:21](=[O:22])[Cl:23].[CH3:24][OH:25].[O:1]=[C:2]1[CH2:3][O:4][c:5]2[c:6]([cH:8][cH:9][c:10]([C:12]([CH:13]([CH2:14][C:15](=[O:16])[OH:17])[CH3:18])=[O:19])[cH:11]2)[NH:7]1>>[O:1]=[C:2]1[CH2:3][O:4][c:5]2[c:6]([cH:8][cH:9][c:10]([C:12]([CH:13]([CH2:14][C:15](=[O:16])[O:17][CH3:20])[CH3:18])=[O:19])[cH:11]2)[NH:7]1. Reactants: O=C([O-])[O-], [Cl-], Cn1c(Nc2ccccc2)ncc(-c2cc(F)c(Oc3ccnc4cc(I)sc34)cc2F)c1=O, [Li+], [Na+], [Na+], O=C(c1ccc(B(O)O)cc1)N1CCOCC1, C1COCCO1, c1ccc(P(c2ccccc2)(c2ccccc2)[Pd](P(c2ccccc2)(c2ccccc2)c2ccccc2)(P(c2ccccc2)(c2ccccc2)c2ccccc2)P(c2ccccc2)(c2ccccc2)c2ccccc2)cc1. Product: Cn1c(Nc2ccccc2)ncc(-c2cc(F)c(Oc3ccnc4cc(-c5ccc(C(=O)N6CCOCC6)cc5)sc34)cc2F)c1=O. RXN SMILES: [C:60](=[O:61])([O-:62])[O-:63].[Cl-:53].[F:1][c:2]1[c:3](-[c:20]2[c:21](=[O:34])[n:22]([CH3:33])[c:23]([NH:26][c:27]3[cH:28][cH:29][cH:30][cH:31][cH:32]3)[n:24][cH:25]2)[cH:4][c:5]([F:19])[c:6]([O:8][c:9]2[c:10]3[c:11]([n:12][cH:13][cH:14]2)[cH:15][c:16]([I:18])[s:17]3)[cH:7]1.[Li+:52].[Na+:64].[Na+:65].[O:35]1[CH2:36][CH2:37][N:38]([C:41](=[O:42])[c:43]2[cH:44][cH:45][c:46]([B:49]([OH:50])[OH:51])[cH:47][cH:48]2)[CH2:39][CH2:40]1.[O:54]1[CH2:55][CH2:56][O:57][CH2:58][CH2:59]1.[cH:66]1[cH:67][cH:68][c:69]([P:70]([Pd:71]([P:72]([c:73]2[cH:74][cH:75][cH:76][cH:77][cH:78]2)([c:79]2[cH:80][cH:81][cH:82][cH:83][cH:84]2)[c:85]2[cH:86][cH:87][cH:88][cH:89][cH:90]2)([P:91]([c:92]2[cH:93][cH:94][cH:95][cH:96][cH:97]2)([c:98]2[cH:99][cH:100][cH:101][cH:102][cH:103]2)[c:104]2[cH:105][cH:106][cH:107][cH:108][cH:109]2)[P:110]([c:111]2[cH:112][cH:113][cH:114][cH:115][cH:116]2)([c:117]2[cH:118][cH:119][cH:120][cH:121][cH:122]2)[c:123]2[cH:124][cH:125][cH:126][cH:127][cH:128]2)([c:129]2[cH:130][cH:131][cH:132][cH:133][cH:134]2)[c:135]2[cH:136][cH:137][cH:138][cH:139][cH:140]2)[cH:141][cH:142]1>>[F:1][c:2]1[c:3](-[c:20]2[c:21](=[O:34])[n:22]([CH3:33])[c:23]([NH:26][c:27]3[cH:28][cH:29][cH:30][cH:31][cH:32]3)[n:24][cH:25]2)[cH:4][c:5]([F:19])[c:6]([O:8][c:9]2[c:10]3[c:11]([n:12][cH:13][cH:14]2)[cH:15][c:16](-[c:46]2[cH:45][cH:44][c:43]([C:41]([N:38]4[CH2:37][CH2:36][O:35][CH2:40][CH2:39]4)=[O:42])[cH:48][cH:47]2)[s:17]3)[cH:7]1. The reactants are C(C)(=O)O[BH-](OC(C)=O)OC(C)=O.[Na+] (sodium triacetoxyborohydride), C(C1=CC=CC=C1)(C1=CC=CC=C1)(C1=CC=CC=C1)N (Tritylamine), O=CCC1(CN(CCC1)C(=O)OC(C)(C)C)C(=O)OCC (1-tert-butyl 3-ethyl 3-(2-oxoethyl)piperidine-1,3-dicarboxylate), ClCCCl (1,2-dichloroethane). The solvent is O (water). Reaction conditions: time 8 hour. The product is C(C1=CC=CC=C1)(C1=CC=CC=C1)(C1=CC=CC=C1)NCCC1(CN(CCC1)C(=O)OC(C)(C)C)C(=O)OCC (1-tert-butyl 3-ethyl 3-[2-(tritylamino)ethyl]piperidine-1,3-dicarboxylate). As a reaction SMILES: [C:1]([NH2:20])([C:14]1[CH:19]=[CH:18][CH:17]=[CH:16][CH:15]=1)([C:8]1[CH:13]=[CH:12][CH:11]=[CH:10][CH:9]=1)[C:2]1[CH:7]=[CH:6][CH:5]=[CH:4][CH:3]=1.O=[CH:22][CH2:23][C:24]1([C:37]([O:39][CH2:40][CH3:41])=[O:38])[CH2:29][CH2:28][CH2:27][N:26]([C:30]([O:32][C:33]([CH3:36])([CH3:35])[CH3:34])=[O:31])[CH2:25]1.ClCCCl.C(O[BH-](OC(=O)C)OC(=O)C)(=O)C.[Na+]>O>[C:1]([NH:20][CH2:22][CH2:23][C:24]1([C:37]([O:39][CH2:40][CH3:41])=[O:38])[CH2:29][CH2:28][CH2:27][N:26]([C:30]([O:32][C:33]([CH3:35])([CH3:36])[CH3:34])=[O:31])[CH2:25]1)([C:8]1[CH:13]=[CH:12][CH:11]=[CH:10][CH:9]=1)([C:14]1[CH:15]=[CH:16][CH:17]=[CH:18][CH:19]=1)[C:2]1[CH:3]=[CH:4][CH:5]=[CH:6][CH:7]=1 |f:3.4|. Procedure: Tritylamine (180 mg, 0.00068 mol) was added to a solution of 1-tert-butyl 3-ethyl 3-(2-oxoethyl)piperidine-1,3-dicarboxylate (0.170 g, 0.000568 mol, this was prepared by using procedures analogous to that described for the synthesis of example 1, steps 1-2) in 1,2-dichloroethane (4.0 mL, 0.051 mol) and followed by sodium triacetoxyborohydride (0.36 g, 0.0017 mol) and the mixture was stirred overnight. The mixture was poured into pre-cooled water, and extracted with ethyl acetate. The organic lay... Run in C(Cl)(Cl)Cl (chloroform). RXN SMILES: [CH3:1][C:2]1([CH3:17])[C@@H:4](/[CH:5]=[C:6](\[Cl:13])/[C:7](=[O:12])[O:8][CH2:9][CH2:10][CH3:11])[C@H:3]1[C:14]([OH:16])=[O:15].[C:18]([C@@H:20](O)[C:21]1[CH:26]=[CH:25][CH:24]=[C:23]([O:27][C:28]2[CH:33]=[CH:32][CH:31]=[CH:30][CH:29]=2)[CH:22]=1)#[N:19]>C(Cl)(Cl)Cl>[CH3:17][C:2]1([CH3:1])[C@@H:4](/[CH:5]=[C:6](\[Cl:13])/[C:7](=[O:12])[O:8][CH2:9][CH2:10][CH3:11])[C@H:3]1[C:14]([O:16][C@H:20]([C:18]#[N:19])[C:21]1[CH:26]=[CH:25][CH:24]=[C:23]([O:27][C:28]2[CH:29]=[CH:30][CH:31]=[CH:32][CH:33]=2)[CH:22]=1)=[O:15]. Starting materials: CC1([C@@H]([C@@H]1\C=C(\C(OCCC)=O)/Cl)C(=O)O)C ((1R,cis) 2,2-dimethyl-3(Z)-[2-chloro-3-oxo-3-propoxy-1-propenyl]-cyclopropane-1-carboxylic acid), C(#N)[C@H](C1=CC(=CC=C1)OC1=CC=CC=C1)O ((S)α-cyano-3-phenoxy-benzyl alcohol). Procedure details: Using the procedure of Example 1, (1R,cis) 2,2-dimethyl-3(Z)-[2-chloro-3-oxo-3-propoxy-1-propenyl]-cyclopropane-1-carboxylic acid and (S)α-cyano-3-phenoxy-benzyl alcohol were reacted to obtain (S)α-cyano-3-phenoxy-benzyl (1R,cis) 2,2-dimethyl-3(Z)-[2-chloro-3-oxo-3-propoxy-propenyl]-cyclopropane-1-carboxylate with a specific rotation of [α]D20 =+22.5°±2° (c=0.7% in chloroform). Yields the product CC1([C@@H]([C@@H]1\C=C(\C(OCCC)=O)/Cl)C(=O)O[C@@H](C1=CC(=CC=C1)OC1=CC=CC=C1)C#N)C ((S)α-cyano-3-phenoxy-benzyl (1R,cis) 2,2-dimethyl-3(Z)-[2-chloro-3-oxo-3-propoxy-propenyl]-cyclopropane-1-carboxylate).